Dataset: the Open Reaction Database (ORD), a public repository of structured organic reaction records. Task: describe an organic reaction: reactants, conditions, products, and yield Reactants: Cc1noc(-c2cnc(Nc3cnc(C#N)cn3)cc2NCC2CCN(C(=O)OC(C)(C)C)CC2)n1, ClCCl, O=C(O)C(F)(F)F. Product: Cc1noc(-c2cnc(Nc3cnc(C#N)cn3)cc2NCC2CCNCC2)n1. Reaction SMILES: [C:1](#[N:2])[c:3]1[n:4][cH:5][c:6]([NH:9][c:10]2[n:11][cH:12][c:13](-[c:31]3[n:32][c:33]([CH3:36])[n:34][o:35]3)[c:14]([NH:16][CH2:17][CH:18]3[CH2:19][CH2:20][N:21]([C:24]([O:25][C:26]([CH3:27])([CH3:28])[CH3:29])=[O:30])[CH2:22][CH2:23]3)[cH:15]2)[n:7][cH:8]1.[Cl:44][CH2:45][Cl:46].[OH:37][C:38]([C:39]([F:40])([F:41])[F:42])=[O:43]>>[C:1](#[N:2])[c:3]1[n:4][cH:5][c:6]([NH:9][c:10]2[n:11][cH:12][c:13](-[c:31]3[n:32][c:33]([CH3:36])[n:34][o:35]3)[c:14]([NH:16][CH2:17][CH:18]3[CH2:19][CH2:20][NH:21][CH2:22][CH2:23]3)[cH:15]2)[n:7][cH:8]1. Starting materials: CCO, CCOC(=O)C1=CC(CF)(CF)Oc2ccc(Cl)cc21, Cl, [K+], [OH-], O. Product: O=C(O)C1=CC(CF)(CF)Oc2ccc(Cl)cc21. As a reaction SMILES: [CH2:23]([OH:24])[CH3:25].[Cl:1][c:2]1[cH:3][cH:4][c:5]2[c:6]([cH:20]1)[C:7]([C:15](=[O:16])[O:17][CH2:18][CH3:19])=[CH:8][C:9]([CH2:11][F:12])([CH2:13][F:14])[O:10]2.[ClH:26].[K+:22].[OH-:21].[OH2:27]>>[Cl:1][c:2]1[cH:3][cH:4][c:5]2[c:6]([cH:20]1)[C:7]([C:15](=[O:16])[OH:17])=[CH:8][C:9]([CH2:11][F:12])([CH2:13][F:14])[O:10]2. The reactants are COc1ccc(-c2nc(C)sc2Br)cc1, Cl, N#C[Cu], c1ccncc1. The product is COc1ccc(-c2nc(C)sc2C#N)cc1. As a reaction SMILES: [Br:1][c:2]1[c:3](-[c:8]2[cH:9][cH:10][c:11]([O:14][CH3:15])[cH:12][cH:13]2)[n:4][c:5]([CH3:7])[s:6]1.[ClH:19].[Cu:16][C:17]#[N:18].[cH:20]1[cH:21][cH:22][n:23][cH:24][cH:25]1>>[c:2]1([C:17]#[N:18])[c:3](-[c:8]2[cH:9][cH:10][c:11]([O:14][CH3:15])[cH:12][cH:13]2)[n:4][c:5]([CH3:7])[s:6]1. The reactants are C1CCOC1, CCOC(=O)CNCCc1cn(C)c2c(-c3noc(-c4ccc(OC(C)C)c(Cl)c4)n3)cccc12, Cl, [Na+], [OH-]. The product is CC(C)Oc1ccc(-c2nc(-c3cccc4c(CCNCC(=O)O)cn(C)c34)no2)cc1Cl. Reaction SMILES: [CH2:39]1[O:40][CH2:41][CH2:42][CH2:43]1.[Cl:1][c:2]1[cH:3][c:4](-[c:12]2[n:13][c:14](-[c:17]3[cH:18][cH:19][cH:20][c:21]4[c:22]([CH2:27][CH2:28][NH:29][CH2:30][C:31](=[O:32])[O:33][CH2:34][CH3:35])[cH:23][n:24]([CH3:26])[c:25]34)[n:15][o:16]2)[cH:5][cH:6][c:7]1[O:8][CH:9]([CH3:10])[CH3:11].[ClH:38].[Na+:37].[OH-:36]>>[Cl:1][c:2]1[cH:3][c:4](-[c:12]2[n:13][c:14](-[c:17]3[cH:18][cH:19][cH:20][c:21]4[c:22]([CH2:27][CH2:28][NH:29][CH2:30][C:31](=[O:32])[OH:33])[cH:23][n:24]([CH3:26])[c:25]34)[n:15][o:16]2)[cH:5][cH:6][c:7]1[O:8][CH:9]([CH3:10])[CH3:11]. Reactants: C(C)(=O)NC=1SC(=NN1)S(=O)(=O)N(C)C (2-Acetamido-5-(N,N-dimethylaminosulfonyl)-1,3,4-thiadiazole), Cl (hydrochloric acid). Product: NC=1SC(=NN1)S(=O)(=O)N(C)C (2-amino-5-(N,N-dimethylaminosulfonyl)-1,3,4-thiadiazole). As a reaction SMILES: C([NH:4][C:5]1[S:6][C:7]([S:10]([N:13]([CH3:15])[CH3:14])(=[O:12])=[O:11])=[N:8][N:9]=1)(=O)C.Cl>>[NH2:4][C:5]1[S:6][C:7]([S:10]([N:13]([CH3:15])[CH3:14])(=[O:11])=[O:12])=[N:8][N:9]=1. Procedure details: 2-Acetamido-5-(N,N-dimethylaminosulfonyl)-1,3,4-thiadiazole (250 grams) and concentrated hydrochloric acid (1 L) were charged into a glass reaction vessel fitted with a mechanical stirrer, reflux condenser and thermometer. This mixture was refluxed for a period of about 2 hours. It was then cooled to room temperature, filtered and the solvent stripped from the filtrate using a rotary evaporator. The solid residue was washed with 10% aqueous sodium carbonate (200 ml), air dried, then crystallized... Starting materials: OCC(=O)OCC (Ethyl hydroxyacetate), [H-].[Na+] (NaH), C(C=C)Br (allylbromide). The solvent is CN(C)C=O (DMF). Run at time 2 hour. Yields the product C(C=C)OCC(=O)OCC (ethyl (allyloxy)acetate). Reaction SMILES: [OH:1][CH2:2][C:3]([O:5][CH2:6][CH3:7])=[O:4].[H-].[Na+].[CH2:10](Br)[CH:11]=[CH2:12]>CN(C=O)C>[CH2:12]([O:1][CH2:2][C:3]([O:5][CH2:6][CH3:7])=[O:4])[CH:11]=[CH2:10] |f:1.2|. Reported procedure: Ethyl hydroxyacetate was added dropwise to a slurry of NaH (1.1 eq) in DMF at 0° C. and the resulting mixture was stirred at RT for 2 h. After cooling to 0° C., allylbromide (1.1 eq) was added dropwise via syringe and the reaction mixture was stirred at RT for 2 h, quenched by careful addition of sat. aq. NH4Cl and partitioned between Et2O and brine. The organic layer was dried (Na2SO4) and concentrated under reduced pressure to give the title compound as pale yellow oil. 1H NMR (300 MHz, CDCl3)... The reactants are C(C)OC=1N(C(C=C(N1)C(F)(F)F)=O)C1=C(C=C(C(=C1)O)Cl)F (2-ethoxy-1-(4-chloro-2-fluoro-5-hydroxyphenyl)-4-trifluoromethyl-6(1H)-pyrimidinone), C(C(C)C)(=O)Cl (isobutyryl chloride), N1=CC=CC=C1 (pyridine). Solvent: C(C)OCC (diethyl ether). The product is C(C(C)C)(=O)OC1=C(C=C(C(=C1)N1C(=NC(=CC1=O)C(F)(F)F)OCC)F)Cl ({5-[2-ethoxy-6-oxo-4-trifluoromethyl-1(6H)-pyrimidinyl]-2-chloro-4-fluorophenyl} isobutyrate). RXN SMILES: [CH2:1]([O:3][C:4]1[N:5]([C:15]2[CH:20]=[C:19]([OH:21])[C:18]([Cl:22])=[CH:17][C:16]=2[F:23])[C:6](=[O:14])[CH:7]=[C:8]([C:10]([F:13])([F:12])[F:11])[N:9]=1)[CH3:2].[C:24](Cl)(=[O:28])[CH:25]([CH3:27])[CH3:26].N1C=CC=CC=1>C(OCC)C>[C:24]([O:21][C:19]1[CH:20]=[C:15]([N:5]2[C:6](=[O:14])[CH:7]=[C:8]([C:10]([F:13])([F:11])[F:12])[N:9]=[C:4]2[O:3][CH2:1][CH3:2])[C:16]([F:23])=[CH:17][C:18]=1[Cl:22])(=[O:28])[CH:25]([CH3:27])[CH3:26]. Procedure: using 2-ethoxy-1-(4-chloro-2-fluoro-5-hydroxyphenyl)-4-trifluoromethyl-6(1H)-pyrimidinone and isobutyryl chloride with pyridine in diethyl ether there is obtained {5-[2-ethoxy-6-oxo-4-trifluoromethyl-1(6H)-pyrimidinyl]-2-chloro-4-fluorophenyl} isobutyrate, 1NMR (CDCl3, 400 MHz): 7.38 ppm (d,1H), 7.13 ppm (d,1H), 6.58 ppm (s,1H), 4.50 ppm (m,2H), 2.87 ppm (m,1H), 1.35 ppm (d,3H), 1.34 ppm (d,3H), 1.31 ppm (t,3H); Starting materials: Fc1cccc2c(Cl)ccnc12, [NH4+], [OH-], O, NCCc1ccc2ccccc2c1. The product is Fc1cccc2c(NCCc3ccc4ccccc4c3)ccnc12. As a reaction SMILES: [Cl:1][c:2]1[cH:3][cH:4][n:5][c:6]2[c:7]([F:12])[cH:8][cH:9][cH:10][c:11]12.[NH4+:26].[OH-:27].[OH2:28].[cH:13]1[c:14]([CH2:23][CH2:24][NH2:25])[cH:15][cH:16][c:17]2[cH:18][cH:19][cH:20][cH:21][c:22]12>>[c:2]1([NH:25][CH2:24][CH2:23][c:14]2[cH:13][c:22]3[c:17]([cH:16][cH:15]2)[cH:18][cH:19][cH:20][cH:21]3)[cH:3][cH:4][n:5][c:6]2[c:7]([F:12])[cH:8][cH:9][cH:10][c:11]12. Starting materials: CC(C)OC(N[C@@H]1C[C@@H](N(C2=CC=C(C=C12)C=1N=CN(C1)CCNC(=O)OC(C)(C)C)C(C)=O)C)=O (1-methylethyl((2S,4R)-1-acetyl-6-{1-[2-({[(1,1-dimethylethyl)oxy]carbonyl}amino)ethyl]-1H-imidazol-4-yl}-2-methyl-1,2,3,4-tetrahydro-4-quinolinyl)carbamate), CCOCC (Et2O), Intermediate 79, Cl (HCl). Solvent: O1CCOCC1 (1,4-dioxane). Conditions: time 4 hour. The product is Cl.C(C)(=O)N1[C@H](C[C@H](C2=CC(=CC=C12)C=1N=CN(C1)CCN)NC(OC(C)C)=O)C (1-methylethyl {(2S,4R)-1-acetyl-6-[1-(2-aminoethyl)-1H-imidazol-4-yl]-2-methyl-1,2,3,4-tetrahydro-4-quinolinyl}carbamate hydrochloride). The yield is 61.0%. RXN SMILES: [CH3:1][CH:2]([O:4][C:5](=[O:36])[NH:6][C@H:7]1[C:16]2[C:11](=[CH:12][CH:13]=[C:14]([C:17]3[N:18]=[CH:19][N:20]([CH2:22][CH2:23][NH:24]C(OC(C)(C)C)=O)[CH:21]=3)[CH:15]=2)[N:10]([C:32](=[O:34])[CH3:33])[C@@H:9]([CH3:35])[CH2:8]1)[CH3:3].[ClH:37].CCOCC>O1CCOCC1>[ClH:37].[C:32]([N:10]1[C:11]2[C:16](=[CH:15][C:14]([C:17]3[N:18]=[CH:19][N:20]([CH2:22][CH2:23][NH2:24])[CH:21]=3)=[CH:13][CH:12]=2)[C@H:7]([NH:6][C:5](=[O:36])[O:4][CH:2]([CH3:1])[CH3:3])[CH2:8][C@@H:9]1[CH3:35])(=[O:34])[CH3:33] |f:4.5|. Reported procedure: A solution of 1-methylethyl((2S,4R)-1-acetyl-6-{1-[2-({[(1,1-dimethylethyl)oxy]carbonyl}amino)ethyl]-1H-imidazol-4-yl}-2-methyl-1,2,3,4-tetrahydro-4-quinolinyl)carbamate (for a preparation, see Intermediate 79) (47 mg, 0.094 mmol) in 1,4-dioxane (0.5 mL) was treated with HCl (4M in 1,4-dioxane, 2 mL, 8 mmol) and the resulting mixture was stirred at room temperature for 4 h. Et2O (10 mL) was added and the resulting mixture stirred for 15 min. The solid formed was filtered off, washed with Et2O an...